From a dataset of the Open Reaction Database (ORD), a public repository of structured organic reaction records. describe an organic reaction: reactants, conditions, products, and yield The reactants are OCC1=CC(=C(O1)C1=CC=NC=C1)C=1C=C2CCC(C2=CC1)=O (5-(5-Hydroxymethyl-2-pyridin-4-yl-furan-3-yl)indan-1-one), NO (hydroxylamine). The solvent is C(C)O (ethanol). Product: OCC1=CC(=C(O1)C1=CC=NC=C1)C=1C=C2CCC(C2=CC1)=NO (5-(5-Hydroxymethyl-2-pyridin-4-yl-furan-3-yl)indan-1-one oxime). Isolated yield 81.0%. RXN SMILES: [OH:1][CH2:2][C:3]1[O:7][C:6]([C:8]2[CH:13]=[CH:12][N:11]=[CH:10][CH:9]=2)=[C:5]([C:14]2[CH:15]=[C:16]3[C:20](=[CH:21][CH:22]=2)[C:19](=O)[CH2:18][CH2:17]3)[CH:4]=1.[NH2:24][OH:25]>C(O)C>[OH:1][CH2:2][C:3]1[O:7][C:6]([C:8]2[CH:9]=[CH:10][N:11]=[CH:12][CH:13]=2)=[C:5]([C:14]2[CH:15]=[C:16]3[C:20](=[CH:21][CH:22]=2)[C:19](=[N:24][OH:25])[CH2:18][CH2:17]3)[CH:4]=1. Procedure details: The product of Step 3 (150 mg, (0.49 mmol) was heated at reflux in ethanol (10 ml) containing 50% aqueous hydroxylamine (1 ml) for 2 hours. The solution was concentrated in vacuo to an oil and purified by silica gel chromatography eluting with 1:9:90.880 ammonia:ethanol:dichloromethane to afford the title product (128 mg, 81%); MS(ES+) m/e 321 [M+H]+.